From a dataset of the Open Reaction Database (ORD), a public repository of structured organic reaction records. describe an organic reaction: reactants, conditions, products, and yield The product is CC(O)c1nnc2ccc(-c3ccccc3)nn12. Starting materials: CC(O)c1nnc2ccc(Cl)nn12, [K+], [K+], O=C([O-])[O-], C1COCCO1, O, OB(O)c1ccccc1, c1ccc(P(c2ccccc2)(c2ccccc2)[Pd](P(c2ccccc2)(c2ccccc2)c2ccccc2)(P(c2ccccc2)(c2ccccc2)c2ccccc2)P(c2ccccc2)(c2ccccc2)c2ccccc2)cc1. As a reaction SMILES: [Cl:1][c:2]1[cH:3][cH:4][c:5]2[n:6]([n:7]1)[c:8]([CH:11]([CH3:12])[OH:13])[n:9][n:10]2.[K+:23].[K+:24].[O-:25][C:26]([O-:27])=[O:28].[O:29]1[CH2:30][CH2:31][O:32][CH2:33][CH2:34]1.[OH2:112].[OH:14][B:15]([OH:16])[c:17]1[cH:18][cH:19][cH:20][cH:21][cH:22]1.[cH:35]1[cH:36][cH:37][c:38]([P:39]([Pd:40]([P:41]([c:42]2[cH:43][cH:44][cH:45][cH:46][cH:47]2)([c:48]2[cH:49][cH:50][cH:51][cH:52][cH:53]2)[c:54]2[cH:55][cH:56][cH:57][cH:58][cH:59]2)([P:60]([c:61]2[cH:62][cH:63][cH:64][cH:65][cH:66]2)([c:67]2[cH:68][cH:69][cH:70][cH:71][cH:72]2)[c:73]2[cH:74][cH:75][cH:76][cH:77][cH:78]2)[P:79]([c:80]2[cH:81][cH:82][cH:83][cH:84][cH:85]2)([c:86]2[cH:87][cH:88][cH:89][cH:90][cH:91]2)[c:92]2[cH:93][cH:94][cH:95][cH:96][cH:97]2)([c:98]2[cH:99][cH:100][cH:101][cH:102][cH:103]2)[c:104]2[cH:105][cH:106][cH:107][cH:108][cH:109]2)[cH:110][cH:111]1>>[c:2]1(-[c:17]2[cH:18][cH:19][cH:20][cH:21][cH:22]2)[cH:3][cH:4][c:5]2[n:6]([n:7]1)[c:8]([CH:11]([CH3:12])[OH:13])[n:9][n:10]2. Starting materials: Cl (hydrochloric acid), C(C)(=O)NC=1SC(=CN1)SC1=CC=C(C=C1)O (2-acetylamino-5-(4-hydroxyphenylthio)thiazole). Run in C(C)O (ethanol). Product: NC=1SC(=CN1)SC1=CC=C(C=C1)O (2-amino-5-(4-hydroxyphenylthio)thiazole). The yield is 83.1%. As a reaction SMILES: C([NH:4][C:5]1[S:6][C:7]([S:10][C:11]2[CH:16]=[CH:15][C:14]([OH:17])=[CH:13][CH:12]=2)=[CH:8][N:9]=1)(=O)C.Cl>C(O)C>[NH2:4][C:5]1[S:6][C:7]([S:10][C:11]2[CH:16]=[CH:15][C:14]([OH:17])=[CH:13][CH:12]=2)=[CH:8][N:9]=1. Procedure: A mixture of 2-acetylamino-5-(4-hydroxyphenylthio)thiazole (1.5 g) in a mixture of ethanol (40 ml) and aqueous 6N hydrochloric acid (6 ml) was refluxed for 4.5 hours with stirring. The reaction mixture was concentrated under reduced pressure and the residue was dissolved in water. The solution was adjusted to pH 10 using aqueous sodium hydroxide under ice cooling. The precipitates were collected by filtration and recrystallized from a mixture of ethanol and water (3:1) to give 2-amino-5-(4-hydro... The reactants are CC1(C)OC1COCC1=CCC2C3=CC=C4CC(O[Si](C)(C)C(C)(C)C)CC(O[Si](C)(C)C(C)(C)C)C4(C)C3CCC12C, CCOC(C)=O, [Na+], C1CCOC1, [OH-], OO. Product: CC(C)(O)CCOCC1=CCC2C3=CC=C4CC(O[Si](C)(C)C(C)(C)C)CC(O[Si](C)(C)C(C)(C)C)C4(C)C3CCC12C. Reaction SMILES: [C:1]([CH3:2])([CH3:3])([CH3:4])[Si:5]([O:6][CH:7]1[CH2:8][CH:9]([O:34][Si:35]([CH3:36])([CH3:37])[C:38]([CH3:39])([CH3:40])[CH3:41])[CH2:10][C:11]2=[CH:12][CH:13]=[C:14]3[CH:15]4[CH2:16][CH:17]=[C:18]([CH2:26][O:27][CH2:28][CH:29]5[C:30]([CH3:31])([CH3:32])[O:33]5)[C:19]4([CH3:20])[CH2:21][CH2:22][CH:23]3[C:24]12[CH3:25])([CH3:42])[CH3:43].[CH3:53][CH2:54][O:55][C:56](=[O:57])[CH3:58].[Na+:45].[O:48]1[CH2:49][CH2:50][CH2:51][CH2:52]1.[OH-:44].[OH:46][OH:47]>>[C:1]([CH3:2])([CH3:3])([CH3:4])[Si:5]([O:6][CH:7]1[CH2:8][CH:9]([O:34][Si:35]([CH3:36])([CH3:37])[C:38]([CH3:39])([CH3:40])[CH3:41])[CH2:10][C:11]2=[CH:12][CH:13]=[C:14]3[CH:15]4[CH2:16][CH:17]=[C:18]([CH2:26][O:27][CH2:28][CH2:29][C:30]([CH3:31])([CH3:32])[OH:33])[C:19]4([CH3:20])[CH2:21][CH2:22][CH:23]3[C:24]12[CH3:25])([CH3:42])[CH3:43]. Reactants: Cl (hydrochloric acid), C(CC)(=O)Cl (propanoyl chloride), C(CC)C1CCC(CC1)C1=C(C=CC=C1)C=1C=C(C=CC1)O (3-((4-propylcyclohexyl)phenyl)phenol), O (water). Run in N1=CC=CC=C1 (pyridine). Run at time 2 hour. Yields the product C(CC)(=O)OC1=CC(=CC=C1)C1=C(C=CC=C1)C1CCC(CC1)CCC (3-((4-propylcyclohexyl)phenyl)phenyl propanoate). Yield: 107.9%. As a reaction SMILES: [C:1](Cl)(=[O:4])[CH2:2][CH3:3].[CH2:6]([CH:9]1[CH2:14][CH2:13][CH:12]([C:15]2[CH:20]=[CH:19][CH:18]=[CH:17][C:16]=2[C:21]2[CH:22]=[C:23]([OH:27])[CH:24]=[CH:25][CH:26]=2)[CH2:11][CH2:10]1)[CH2:7][CH3:8].O.Cl>N1C=CC=CC=1>[C:1]([O:27][C:23]1[CH:24]=[CH:25][CH:26]=[C:21]([C:16]2[CH:17]=[CH:18][CH:19]=[CH:20][C:15]=2[CH:12]2[CH2:13][CH2:14][CH:9]([CH2:6][CH2:7][CH3:8])[CH2:10][CH2:11]2)[CH:22]=1)(=[O:4])[CH2:2][CH3:3]. Reported procedure: Under a nitrogen atmosphere, 1.6 g of propanoyl chloride was added to 5.0 g of 3-((4-propylcyclohexyl)phenyl)phenol (1) dissolved in 10 mL (mili-litter) of pyridine under cooling with iced water, and after completing dropwise addition, the mixture was stirred at ambient temperature for 2 hours. The resulting solution was added to 20 mL of 3N hydrochloric acid. The aqueous layer was extracted with diethyl ether, which was added to the organic layer, and the organic layer was washed with a saturat...